This data is from the Open Reaction Database (ORD), a public repository of structured organic reaction records. The task is: describe an organic reaction: reactants, conditions, products, and yield The reactants are ClC=1C=C(C=CC1)C1=NC=2N(C3=CC=C(C=C13)C(O)(C1=CC=C(C=C1)C)C1=CN=CN1C)N=NN2 (5-(3-chlorophenyl)-α-(1-methyl-1H-imidazol-5-yl)-α-(4-methylphenyl)-tetrazolo[1,5-a]quinazoline-7-methanol), S(=O)(Cl)Cl (thionyl chloride). Reaction conditions: temperature 60 celsius, time 3 hour. Yields the product Cl.ClC(C=1C=C2C(=NC=3N(C2=CC1)N=NN3)C3=CC(=CC=C3)Cl)(C3=CC=C(C=C3)C)C3=CN=CN3C (7-[chloro(1-methyl-1H-imidazol-5-yl)(4-methylphenyl)methyl]-5-(3-chlorophenyl)-tetrazolo[1,5-a]quinazoline. hydrochloride). As a reaction SMILES: [Cl:1][C:2]1[CH:3]=[C:4]([C:8]2[C:17]3[C:12](=[CH:13][CH:14]=[C:15]([C:18]([C:27]4[N:31]([CH3:32])[CH:30]=[N:29][CH:28]=4)([C:20]4[CH:25]=[CH:24][C:23]([CH3:26])=[CH:22][CH:21]=4)O)[CH:16]=3)[N:11]3[N:33]=[N:34][N:35]=[C:10]3[N:9]=2)[CH:5]=[CH:6][CH:7]=1.S(Cl)([Cl:38])=O>>[ClH:1].[Cl:38][C:18]([C:27]1[N:31]([CH3:32])[CH:30]=[N:29][CH:28]=1)([C:20]1[CH:21]=[CH:22][C:23]([CH3:26])=[CH:24][CH:25]=1)[C:15]1[CH:16]=[C:17]2[C:12](=[CH:13][CH:14]=1)[N:11]1[N:33]=[N:34][N:35]=[C:10]1[N:9]=[C:8]2[C:4]1[CH:5]=[CH:6][CH:7]=[C:2]([Cl:1])[CH:3]=1 |f:2.3|. Procedure: A mixture of intermediate 25 (0.0083 mol) in thionyl chloride (80 ml) was stirred at 60° C. for 3 hours, then cooled and the solvent was evaporated. The residue was taken up in DCM. The solvent was evaporated, yielding 7-[chloro(1-methyl-1H-imidazol-5-yl)(4-methylphenyl)methyl]-5-(3-chlorophenyl)-tetrazolo[1,5-a]quinazoline. hydrochloride (1:1) (intermediate 26). This product was used directly in the next reaction step. Starting materials: COC(OC)c1ccc(Br)o1, C1CCNCC1, [Li]CCCC, CN(C)C=O, CCO, Cl, C1CCOC1, O, O=C1CSC(=O)N1. Yields the product COC(OC)c1ccc(C=C2SC(=O)NC2=O)o1. RXN SMILES: [Br:1][c:2]1[o:3][c:4]([CH:7]([O:8][CH3:9])[O:10][CH3:11])[cH:5][cH:6]1.[CH2:29]1[CH2:30][CH2:31][NH:32][CH2:33][CH2:34]1.[CH3:12][CH2:13][CH2:14][CH2:15][Li:16].[CH3:17][N:18]([CH3:19])[CH:20]=[O:21].[CH3:42][CH2:43][OH:44].[ClH:35].[O:36]1[CH2:37][CH2:38][CH2:39][CH2:40]1.[OH2:41].[S:22]1[C:23](=[O:28])[NH:24][C:25](=[O:27])[CH2:26]1>>[c:2]1([CH:12]=[C:26]2[S:22][C:23](=[O:28])[NH:24][C:25]2=[O:27])[o:3][c:4]([CH:7]([O:8][CH3:9])[O:10][CH3:11])[cH:5][cH:6]1. Starting materials: ClC=1C=C(C(=O)OO)C=CC1 (m-chloroperoxybenzoic acid), CSC1=CC=C(C=C1)C1=CC(=NN1C1=CC=C(C=C1)S(=O)(=O)N)C(F)F (4-[5-(4-[Methylthio]phenyl)-3-(difluoromethyl)-1H-pyrazol-1-yl]benzenesulfonamide), Na2S2O5. The solvent is C(Cl)Cl (methylene chloride), O (H2O). Conditions: temperature 0 celsius, time 18 hour. Product: C1(=CC=CC=C1)S(=O)(=O)N (benzenesulfonamide). As a reaction SMILES: CSC1C=CC(C2N([C:14]3[CH:19]=[CH:18][C:17]([S:20]([NH2:23])(=[O:22])=[O:21])=[CH:16][CH:15]=3)N=C(C(F)F)C=2)=CC=1.ClC1C=C(C=CC=1)C(OO)=O>C(Cl)Cl.O>[C:17]1([S:20]([NH2:23])(=[O:22])=[O:21])[CH:18]=[CH:19][CH:14]=[CH:15][CH:16]=1. Procedure: 4-[5-(4-[Methylthio]phenyl)-3-(difluoromethyl)-1H-pyrazol-1-yl]benzenesulfonamide (0.5 g, 1.27 mmol) was dissolved in methylene chloride (30 mL) and cooled to 0° C. To this solution was added m-chloroperoxybenzoic acid (MCPBA) (60%, 0.77 g, 2.7 mmol) and the solution was allowed to warm to room temperature while stirring for 18 hours. A solution of Na2S2O5 (2 g) in H2O (25 mL) was added to the reaction mixture and the solution stirred vigorously for 0.5 hour. The layers were separated and the or... The reactants are ClC=1C(=CC(=C(C1)S(=O)(=O)N(C1=NC=NC=C1)COCC)F)F (5-chloro-N-(ethoxymethyl)-2,4-difluoro-N-pyrimidin-4-ylbenzenesulfonamide), ClC=1C(=CC(=C(C1)S(=O)(=O)/N=C\1/N=CN(C=C1)COCC)F)F (5-chloro-N-[(4E)-1-(ethoxymethyl)pyrimidin-4(1H)-ylidene]-2,4-difluorobenzenesulfonamide), ClC=1C(=CC(=C(C1)S(=O)(=O)/N=C\1/N=CN(C=C1)COCC)F)F (5-chloro-N-[(4E)-1-(ethoxymethyl)pyrimidin-4(1H)-ylidene]-2,4-difluorobenzenesulfonamide), ClC1=CC(=C(C=C1)O)C1=CC=NN1C (4-chloro-2-(1-methyl-1H-pyrazol-5-yl)phenol), C([O-])([O-])=O.[K+].[K+] (potassium carbonate). The solvent is CS(=O)C (dimethyl sulfoxide), C(C)(=O)OCC (ethyl acetate). Reaction conditions: time 19 hour. Yields the product ClC=1C(=CC(=C(C1)S(=O)(=O)NC1=NC=NC=C1)F)OC1=C(C=C(C=C1)Cl)C1=CC=NN1C (5-chloro-4-[4-chloro-2-(1-methyl-1H-pyrazol-5-yl)phenoxy]-2-fluoro-N-pyrimidin-4-ylbenzenesulfonamide). Isolated yield 27.0%. Reaction SMILES: [Cl:1][C:2]1[C:3](F)=[CH:4][C:5]([F:22])=[C:6]([S:8]([N:11](COCC)[C:12]2[CH:17]=[CH:16][N:15]=[CH:14][N:13]=2)(=[O:10])=[O:9])[CH:7]=1.ClC1C(F)=CC(F)=C(S(/N=C2/N=CN(COCC)C=C/2)(=O)=O)C=1.[Cl:47][C:48]1[CH:53]=[CH:52][C:51]([OH:54])=[C:50]([C:55]2[N:59]([CH3:60])[N:58]=[CH:57][CH:56]=2)[CH:49]=1.C(=O)([O-])[O-].[K+].[K+]>CS(C)=O.C(OCC)(=O)C>[Cl:1][C:2]1[C:3]([O:54][C:51]2[CH:52]=[CH:53][C:48]([Cl:47])=[CH:49][C:50]=2[C:55]2[N:59]([CH3:60])[N:58]=[CH:57][CH:56]=2)=[CH:4][C:5]([F:22])=[C:6]([S:8]([NH:11][C:12]2[CH:17]=[CH:16][N:15]=[CH:14][N:13]=2)(=[O:9])=[O:10])[CH:7]=1 |f:3.4.5|. Procedure details: A suspension of 5-chloro-N-(ethoxymethyl)-2,4-difluoro-N-pyrimidin-4-ylbenzenesulfonamide and 5-chloro-N-[(4E)-1-(ethoxymethyl)pyrimidin-4(1H)-ylidene]-2,4-difluorobenzenesulfonamide and 5-chloro-N-[(4E)-1-(ethoxymethyl)pyrimidin-4(1H)-ylidene]-2,4-difluorobenzenesulfonamide (Preparation 719) used as a mixture of three regioisomers, (64 mg, 0.18 mmol), 4-chloro-2-(1-methyl-1H-pyrazol-5-yl)phenol (Preparation 89) (37 mg, 0.18 mmol) and potassium carbonate (37 mg, 0.26 mmol) in dimethyl sulfoxide ... The reactants are C1CC2=CC=C(C3=CC=CC1=C23)C2=NC(=NC(=C2C(C(=O)OC)CCC)C)N2CCCCC2 (methyl 2-(4-(1,2-dihydroacenaphthylen-5-yl)-6-methyl-2-(piperidin-1-yl)pyrimidin-5-yl)pentanoate), [OH-].[Na+] (sodium hydroxide). Run in CO (methanol). The product is C1CC2=CC=C(C3=CC=CC1=C23)C2=NC(=NC(=C2C(C(=O)O)CCC)C)N2CCCCC2 (2-(4-(1,2-dihydroacenaphthylen-5-yl)-6-methyl-2-(piperidin-1-yl)pyrimidin-5-yl)pentanoic acid). The yield is 108.6%. As a reaction SMILES: [CH2:1]1[C:11]2=[C:12]3[C:7](=[CH:8][CH:9]=[CH:10]2)[C:6]([C:13]2[C:18]([CH:19]([CH2:24][CH2:25][CH3:26])[C:20]([O:22]C)=[O:21])=[C:17]([CH3:27])[N:16]=[C:15]([N:28]4[CH2:33][CH2:32][CH2:31][CH2:30][CH2:29]4)[N:14]=2)=[CH:5][CH:4]=[C:3]3[CH2:2]1.[OH-].[Na+]>CO>[CH2:1]1[C:11]2=[C:12]3[C:7](=[CH:8][CH:9]=[CH:10]2)[C:6]([C:13]2[C:18]([CH:19]([CH2:24][CH2:25][CH3:26])[C:20]([OH:22])=[O:21])=[C:17]([CH3:27])[N:16]=[C:15]([N:28]4[CH2:29][CH2:30][CH2:31][CH2:32][CH2:33]4)[N:14]=2)=[CH:5][CH:4]=[C:3]3[CH2:2]1 |f:1.2|. Procedure details: This compound was prepared according to general method D from methyl 2-(4-(1,2-dihydroacenaphthylen-5-yl)-6-methyl-2-(piperidin-1-yl)pyrimidin-5-yl)pentanoate (0.040 g; 0.090 mmol), sodium hydroxide 10N (0.150 mL; 1.50 mmol) in methanol (1.5 mL) at 60° C. for 18 h. Purification by flash-chromatography on silica gel using a gradient of methanol (1-10%) in dichloromethane, followed by a purification by preparative HPLC (HPLC method 1) furnished 0.042 g (100%) of the title compound as a white solid...